This data is from the Open Reaction Database (ORD), a public repository of structured organic reaction records. The task is: describe an organic reaction: reactants, conditions, products, and yield Reactants: CO, CCOC(=O)C(C)(C)Oc1ccc(Cl)cc1C1CC(=O)NC(c2cc(Cl)ccc2F)C12C(=O)Nc1cc(Cl)ccc12, [Na+], [OH-], O. Product: CC(C)(Oc1ccc(Cl)cc1C1CC(=O)NC(c2cc(Cl)ccc2F)C12C(=O)Nc1cc(Cl)ccc12)C(=O)O. RXN SMILES: [CH3:45][OH:46].[Cl:1][c:2]1[cH:3][cH:4][c:5]2[c:9]([cH:10]1)[NH:8][C:7](=[O:11])[C:6]21[CH:12]([c:34]2[c:35]([F:41])[cH:36][cH:37][c:38]([Cl:40])[cH:39]2)[NH:13][C:14](=[O:33])[CH2:15][CH:16]1[c:17]1[c:18]([O:24][C:25]([CH3:26])([CH3:27])[C:28](=[O:29])[O:30][CH2:31][CH3:32])[cH:19][cH:20][c:21]([Cl:23])[cH:22]1.[Na+:43].[OH-:42].[OH2:44]>>[Cl:1][c:2]1[cH:3][cH:4][c:5]2[c:9]([cH:10]1)[NH:8][C:7](=[O:11])[C:6]21[CH:12]([c:34]2[c:35]([F:41])[cH:36][cH:37][c:38]([Cl:40])[cH:39]2)[NH:13][C:14](=[O:33])[CH2:15][CH:16]1[c:17]1[c:18]([O:24][C:25]([CH3:26])([CH3:27])[C:28](=[O:29])[OH:30])[cH:19][cH:20][c:21]([Cl:23])[cH:22]1.